Dataset: the Open Reaction Database (ORD), a public repository of structured organic reaction records. Task: describe an organic reaction: reactants, conditions, products, and yield The reactants are C(C)(C)(C)OC(=O)N1CCC(CC1)N1C=CC2=C1N=CN=C2Cl (4-(4-Chloro-pyrrolo[2,3-d]pyrimidin-7-yl)-piperidine-1-carboxylic acid tert-butyl ester), NC=1C2=C(N=CN1)N(C=C2C(=O)C2=CC(=CC=C2)N)C2CCCC2 ((4-Amino-7-cyclopentyl-7H-pyrrolo[2,3-d]pyrimidin-5-yl)-(3-amino-phenyl)-methanone). The product is C(C)(C)(C)OC(=O)N1CCC(CC1)N1C=C(C2=C1N=CN=C2N)C(C2=CC(=CC=C2)N)=O (4-[4-Amino-5-(3-amino-benzoyl)-pyrrolo[2,3-d]pyrimidin-7-yl]-piperidine-1-carboxylic acid tert-butyl ester). RXN SMILES: [C:1]([O:5][C:6]([N:8]1CCC(N2C3N=CN=C(Cl)C=3C=C2)CC1)=[O:7])([CH3:4])([CH3:3])[CH3:2].[NH2:24][C:25]1[C:26]2[C:33]([C:34]([C:36]3[CH:41]=[CH:40][CH:39]=[C:38]([NH2:42])[CH:37]=3)=[O:35])=[CH:32][N:31]([CH:43]3[CH2:47][CH2:46][CH2:45][CH2:44]3)[C:27]=2[N:28]=[CH:29][N:30]=1>>[C:1]([O:5][C:6]([N:8]1[CH2:46][CH2:47][CH:43]([N:31]2[C:27]3[N:28]=[CH:29][N:30]=[C:25]([NH2:24])[C:26]=3[C:33]([C:34](=[O:35])[C:36]3[CH:41]=[CH:40][CH:39]=[C:38]([NH2:42])[CH:37]=3)=[CH:32]2)[CH2:44][CH2:45]1)=[O:7])([CH3:4])([CH3:3])[CH3:2]. Reported procedure: The title compound was prepared from 4-(4-Chloro-pyrrolo[2,3-d]pyrimidin-7-yl)-piperidine-1-carboxylic acid tert-butyl ester by procedures analogous to those described for the preparation of (4-Amino-7-cyclopentyl-7H-pyrrolo[2,3-d]pyrimidin-5-yl)-(3-amino-phenyl)-methanone. MS: 437.5 (MH+); HPLC Rf: 5.18 min. (HPLC method 4); HPLC purity: 100%. Procedure details: The title compound was prepared by a procedure analogous to Reference Example 30 by substituting 4-(4-methoxy-2-pyrimidinyl)benzaldehyde (prepared as described in Reference Example 13) for the 4-(1H-pyrazol-1-yl)-benzaldehyde of Reference Example 30. MS 241 (M+H)+. Starting materials: COC1=NC(=NC=C1)C1=CC=C(C=O)C=C1 (4-(4-Methoxy-2-pyrimidinyl)benzaldehyde), N1(N=CC=C1)C1=CC=C(C=O)C=C1 (4-(1H-pyrazol-1-yl)-benzaldehyde). Yields the product COC1=NC(=NC=C1)C1=CC=C(C=C1)/C=C/C=O ((2E)-3-[4-(4-Methoxy-2-pyrimidinyl)phenyl]-2-propenal). As a reaction SMILES: [CH3:1][O:2][C:3]1[CH:8]=[CH:7][N:6]=[C:5]([C:9]2[CH:16]=[CH:15][C:12]([CH:13]=O)=[CH:11][CH:10]=2)[N:4]=1.N1(C2C=C[C:25]([CH:26]=[O:27])=CC=2)C=CC=N1>>[CH3:1][O:2][C:3]1[CH:8]=[CH:7][N:6]=[C:5]([C:9]2[CH:16]=[CH:15][C:12](/[CH:13]=[CH:25]/[CH:26]=[O:27])=[CH:11][CH:10]=2)[N:4]=1. The reactants are CN(CCCOC1=CC=C(C=C1)C1=CN=C(S1)NC1=CC=CC=C1)C ({5-[4-(3-dimethylamino-propoxy)-phenyl]-thiazol-2-yl}phenyl-amine), S1C=C(C=C1)C1=CN=C(S1)NC1=CC=C(C=C1)O (4-(5-thiophen-3-yl-thiazol-2-yl-amino)-phenol). The solvent is C(Cl)Cl.CO (CH2Cl2 MeOH). Product: CN(CCCOC1=CC=C(C=C1)NC=1SC(=CN1)C1=CSC=C1)C ([4-(3-Dimethylamino-propoxy)-phenyl]-(5-thiophen-3-yl-thiazol-2-yl)-amine). Reaction SMILES: [CH3:1][N:2]([CH3:25])[CH2:3][CH2:4][CH2:5]OC1C=CC(C2SC(NC3C=CC=CC=3)=NC=2)=CC=1.[S:26]1[CH:30]=[CH:29][C:28]([C:31]2[S:35][C:34]([NH:36][C:37]3[CH:42]=[CH:41][C:40]([OH:43])=[CH:39][CH:38]=3)=[N:33][CH:32]=2)=[CH:27]1>C(Cl)Cl.CO>[CH3:1][N:2]([CH3:25])[CH2:3][CH2:4][CH2:5][O:43][C:40]1[CH:41]=[CH:42][C:37]([NH:36][C:34]2[S:35][C:31]([C:28]3[CH:29]=[CH:30][S:26][CH:27]=3)=[CH:32][N:33]=2)=[CH:38][CH:39]=1 |f:2.3|. Reported procedure: The title compound is prepared as described in Example 8 for {5-[4-(3-dimethylamino-propoxy)-phenyl]-thiazol-2-yl}phenyl-amine but starting from 4-(5-thiophen-3-yl-thiazol-2-yl-amino)-phenol (Example 12). Title compound: ES-MS: 360.0 [M+H]+; single peak at tR=6.16 min (System 1); Rf=0.12 (CH2Cl2/MeOH, 85/15). Product: CC1CC2(CCC(=O)C2)CC1C. Reactants: CCOC(=O)CC1(C[N+](=O)[O-])CC(C)C(C)C1, CO, [H][H]. RXN SMILES: [CH2:1]([O:2][C:4]([CH2:5][C:6]1([CH2:13][N+:3]([O-:14])=[O:15])[CH2:7][CH:8]([CH3:12])[CH:9]([CH3:11])[CH2:10]1)=[O:17])[CH3:16].[CH3:20][OH:21].[H:18][H:19]>>[C:4]1(=[O:17])[CH2:5][C:6]2([CH2:7][CH:8]([CH3:12])[CH:9]([CH3:11])[CH2:10]2)[CH2:13][CH2:20]1. The reactants are Fc1ccccc1, Nc1nc(N)c2c(N3CCNCC3)cccc2n1, O=S(=O)(Cl)Cl. Product: Nc1nc(N)c2c(N3CCN(S(=O)(=O)c4ccc(F)cc4)CC3)cccc2n1. As a reaction SMILES: [F:24][c:25]1[cH:26][cH:27][cH:28][cH:29][cH:30]1.[N:1]1([c:7]2[c:8]3[c:9]([NH2:18])[n:10][c:11]([NH2:17])[n:12][c:13]3[cH:14][cH:15][cH:16]2)[CH2:2][CH2:3][NH:4][CH2:5][CH2:6]1.[S:19](=[O:20])(=[O:21])([Cl:22])[Cl:23]>>[N:1]1([c:7]2[c:8]3[c:9]([NH2:18])[n:10][c:11]([NH2:17])[n:12][c:13]3[cH:14][cH:15][cH:16]2)[CH2:2][CH2:3][N:4]([S:19](=[O:20])(=[O:21])[c:28]2[cH:27][cH:26][c:25]([F:24])[cH:30][cH:29]2)[CH2:5][CH2:6]1. Starting materials: CCOC(=O)C(Cc1ccc(OCCNC(=O)c2ccc(-c3ccc(C(F)(F)F)cc3)cc2)cc1)Oc1ccccc1, [Na+], [OH-]. The product is O=C(NCCOc1ccc(CC(Oc2ccccc2)C(=O)O)cc1)c1ccc(-c2ccc(C(F)(F)F)cc2)cc1. RXN SMILES: [F:1][C:2]([c:3]1[cH:4][cH:5][c:6](-[c:9]2[cH:10][cH:11][c:12]([C:15](=[O:16])[NH:17][CH2:18][CH2:19][O:20][c:21]3[cH:22][cH:23][c:24]([CH2:27][CH:28]([C:29](=[O:30])[O:31][CH2:32][CH3:33])[O:34][c:35]4[cH:36][cH:37][cH:38][cH:39][cH:40]4)[cH:25][cH:26]3)[cH:13][cH:14]2)[cH:7][cH:8]1)([F:41])[F:42].[Na+:44].[OH-:43]>>[F:1][C:2]([c:3]1[cH:4][cH:5][c:6](-[c:9]2[cH:10][cH:11][c:12]([C:15](=[O:16])[NH:17][CH2:18][CH2:19][O:20][c:21]3[cH:22][cH:23][c:24]([CH2:27][CH:28]([C:29](=[O:30])[OH:31])[O:34][c:35]4[cH:36][cH:37][cH:38][cH:39][cH:40]4)[cH:25][cH:26]3)[cH:13][cH:14]2)[cH:7][cH:8]1)([F:41])[F:42]. The reactants are CC(C)(C)OC(=O)c1ccc(C(=O)O)cc1Cl, C1CCOC1, COC(=O)c1ccc(C(=O)OC(C)(C)C)c(Cl)c1. The product is CC(C)(C)OC(=O)c1ccc(CO)cc1Cl. As a reaction SMILES: [C:19]([O:20][C:21]([c:22]1[cH:23][cH:24][c:25]([C:26]([OH:27])=[O:28])[cH:29][c:30]1[Cl:31])=[O:32])([CH3:33])([CH3:34])[CH3:35].[CH2:36]1[O:37][CH2:38][CH2:39][CH2:40]1.[Cl:1][c:2]1[c:3]([C:4](=[O:5])[O:6][C:7]([CH3:8])([CH3:9])[CH3:10])[cH:11][cH:12][c:13]([C:15](=[O:16])[O:17][CH3:18])[cH:14]1>>[Cl:1][c:2]1[c:3]([C:4](=[O:5])[O:6][C:7]([CH3:8])([CH3:9])[CH3:10])[cH:11][cH:12][c:13]([CH2:15][OH:16])[cH:14]1. Starting materials: CC(C)(C)OC(=O)N1CCNCC1, ClCc1ccnc(Cl)c1, [K+], [K+], O=C([O-])[O-], CN(C)C=O. Yields the product CC(C)(C)OC(=O)N1CCN(Cc2ccnc(Cl)c2)CC1. Reaction SMILES: [C:16](=[O:17])([O:18][C:19]([CH3:20])([CH3:21])[CH3:22])[N:23]1[CH2:24][CH2:25][NH:26][CH2:27][CH2:28]1.[Cl:1][c:2]1[n:3][cH:4][cH:5][c:6]([CH2:8][Cl:9])[cH:7]1.[K+:10].[K+:11].[O-:12][C:13]([O-:14])=[O:15].[O:29]=[CH:30][N:31]([CH3:32])[CH3:33]>>[Cl:1][c:2]1[n:3][cH:4][cH:5][c:6]([CH2:8][N:26]2[CH2:25][CH2:24][N:23]([C:16](=[O:17])[O:18][C:19]([CH3:20])([CH3:21])[CH3:22])[CH2:28][CH2:27]2)[cH:7]1.